This data is from the Open Reaction Database (ORD), a public repository of structured organic reaction records. The task is: describe an organic reaction: reactants, conditions, products, and yield The reactants are CCOC(C)=O, CCCCCC, O=C(CCl)N1CCN(c2ccc(F)cc2)CC1, Clc1n[nH]c2ccccc12, [K+], [K+], O=C([O-])[O-], CN(C)C=O. The product is O=C(Cn1nc(Cl)c2ccccc21)N1CCN(c2ccc(F)cc2)CC1. As a reaction SMILES: [C:39]([O:40][CH2:41][CH3:42])(=[O:43])[CH3:44].[CH3:45][CH2:46][CH2:47][CH2:48][CH2:49][CH3:50].[Cl:17][CH2:18][C:19](=[O:20])[N:21]1[CH2:22][CH2:23][N:24]([c:27]2[cH:28][cH:29][c:30]([F:33])[cH:31][cH:32]2)[CH2:25][CH2:26]1.[Cl:1][c:2]1[n:3][nH:4][c:5]2[cH:6][cH:7][cH:8][cH:9][c:10]12.[K+:11].[K+:12].[O-:13][C:14]([O-:15])=[O:16].[O:34]=[CH:35][N:36]([CH3:37])[CH3:38]>>[Cl:1][c:2]1[n:3][n:4]([CH2:18][C:19](=[O:20])[N:21]2[CH2:22][CH2:23][N:24]([c:27]3[cH:28][cH:29][c:30]([F:33])[cH:31][cH:32]3)[CH2:25][CH2:26]2)[c:5]2[cH:6][cH:7][cH:8][cH:9][c:10]12. The reactants are ClC=1C=C(COC=2C=C(C=CC2)C(COC=2C=C(C#N)C=CC2F)=O)C=CC1Cl (3-{2-[3-(3,4-Dichloro-benzyloxy)-phenyl]-2-oxo-ethoxy}-4-fluoro-benzonitrile). Run in C1CCOC1 (THF), C1(=CC=CC=C1)C (toluene), C1CCOC1 (THF). Conditions: time 15 minute. Product: ClC=1C=C(COC=2C=C(C=CC2)[C@@H](COC=2C=C(C#N)C=CC2F)O)C=CC1Cl (3-{(S)-2-[3-(3,4-Dichloro-benzyloxy)-phenyl]-2-hydroxy-ethoxy}-4-fluoro-benzonitrile). Reaction SMILES: [Cl:1][C:2]1[CH:3]=[C:4]([CH:26]=[CH:27][C:28]=1[Cl:29])[CH2:5][O:6][C:7]1[CH:8]=[C:9]([C:13](=[O:25])[CH2:14][O:15][C:16]2[CH:17]=[C:18]([CH:21]=[CH:22][C:23]=2[F:24])[C:19]#[N:20])[CH:10]=[CH:11][CH:12]=1>C1(C)C=CC=CC=1.C1COCC1>[Cl:1][C:2]1[CH:3]=[C:4]([CH:26]=[CH:27][C:28]=1[Cl:29])[CH2:5][O:6][C:7]1[CH:8]=[C:9]([C@H:13]([OH:25])[CH2:14][O:15][C:16]2[CH:17]=[C:18]([CH:21]=[CH:22][C:23]=2[F:24])[C:19]#[N:20])[CH:10]=[CH:11][CH:12]=1. Procedure details: (S)-CBS reagent (46.5 mL, 1M in toluene) was added to a THF solution (200 mL) of borane-diethylaniline complex (15.16 g) were stirred together 15 min at room temperature. 3-{2-[3-(3,4-Dichloro-benzyloxy)-phenyl]-2-oxo-ethoxy}-4-fluoro-benzonitrile (20 g) in 600 mL of dry THF was then added through an addition funnel at rt over 20 minutes. The mixture was stirred for 15 minutes and then was quenched by slow addition of 60 mL MeOH. After gas evolution ceased, the mixture was evaporated and water w... The reactants are N[C@H](CO)C(=O)O (D-serine), N[C@H](CC1=CC=CC=C1)C(=O)O (D-phenylalanine), N[C@H](CCCCN)C(=O)O (D-lysine), N[C@H](CC1=CNC2=CC=CC=C12)C(=O)O (D-tryptophane), C([C@H](C(=O)O)N)SSC[C@H](C(=O)O)N (D-cystine), N[C@H]([C@H](C)CC)C(=O)O (D-isoleucine), N[C@H](CCCNC(N)=N)C(=O)O (D-arginine), N[C@H](CCSC)C(=O)O (D-methionine), N[C@H](CC(C)C)C(=O)O (D-leucine). Yields the product N[C@@H](CC(N)=O)C(=O)O (L-asparagine). Reaction SMILES: [NH2:1][C@@H:2]([C:5]([OH:7])=[O:6])[CH2:3]O.N[C@@H]([C:17]([OH:19])=O)CCCNC(=N)N.[NH2:20][C@@H](C(O)=O)CCSC.N[C@@H](C(O)=O)CCCCN.N[C@@H](C(O)=O)CC1C=CC=CC=1.N[C@@H](C(O)=O)CC(C)C.N[C@@H](C(O)=O)[C@@H](CC)C.N[C@@H](C(O)=O)CC1C2C(=CC=CC=2)NC=1.C(SSC[C@@H](N)C(O)=O)[C@@H](N)C(O)=O>>[NH2:1][C@H:2]([C:5]([OH:7])=[O:6])[CH2:3][C:17](=[O:19])[NH2:20]. Reported procedure: According to a particularly advantageous further development of the invention the D-serine represented by X is replaced by D-arginine, D-methionine, D-lysine or D-phenylalanine, D-leucine, D-isoleucine, D-tryptophane or D-cystine. Reactants: C(C)OC=1C=C(C=CC1OC)C(CS(=O)(=O)C)N (1-(3-ethoxy-4-methoxyphenyl)-2-methylsulfonylethylamine), C1=CC=C2C(=C1)C=CC3=C2C(=O)OC3=O (1,2-naphthalic anhydride). The solvent is C(C)(=O)O (acetic acid). Product: C(C)OC=1C=C(C=CC1OC)C(CS(=O)(=O)C)N1C(C=2C=CC3=C(C2C1=O)C=CC=C3)=O (2-[1-(3-Ethoxy-4-methoxyphenyl)-2-methylsulfonylethyl]benzo[e]isoindoline-1,3-dione), solid. Yield: 76.0%. RXN SMILES: [CH2:1]([O:3][C:4]1[CH:5]=[C:6]([CH:12]([NH2:18])[CH2:13][S:14]([CH3:17])(=[O:16])=[O:15])[CH:7]=[CH:8][C:9]=1[O:10][CH3:11])[CH3:2].[CH:19]1[CH:24]=[C:23]2[CH:25]=[CH:26][C:27]3[C:32](=O)[O:31][C:29](=[O:30])[C:28]=3[C:22]2=[CH:21][CH:20]=1>C(O)(=O)C>[CH2:1]([O:3][C:4]1[CH:5]=[C:6]([CH:12]([N:18]2[C:29](=[O:30])[C:28]3[C:22]4[CH:21]=[CH:20][CH:19]=[CH:24][C:23]=4[CH:25]=[CH:26][C:27]=3[C:32]2=[O:31])[CH2:13][S:14]([CH3:17])(=[O:16])=[O:15])[CH:7]=[CH:8][C:9]=1[O:10][CH3:11])[CH3:2]. Reported procedure: 2-[1-(3-Ethoxy-4-methoxyphenyl)-2-methylsulfonylethyl]benzo[e]isoindoline-1,3-dione was prepared by the procedure of Example 8 from 1-(3-ethoxy-4-methoxyphenyl)-2-methylsulfonylethylamine (1.31 g, 4.79 mmol) and 1,2-naphthalic anhydride (950 mg, 4.79 mmol) in acetic acid (15 mL). The product was obtained as a yellow solid (1.65 g, 76% yield): mp, 158.0-159.5° C.; 1H NMR (DMSO-d6) δ 1.33 (t, J=6.9 Hz, 3H, CH3), 3.03 (s, 3H, CH3), 3.73 (s, 3H, CH3), 4.03 (q, J=6.9 Hz, 2H, CH2), 4.18 (dd, J=4.3, 14... Reactants: C(C)(C)(C)OC(=O)N1CCN(CC1)CC1=C(C(=CC=C1)Cl)Cl ((tert-butyloxycarbonyl]-N′-(2,3-dichlorobenzyl)piperazine), C(C)(C)(C)OC(=O)N1CCN(CC1)CC1=C(C(=CC=C1)Cl)Cl ((tert-butyloxycarbonyl]-N′-(2,3-dichlorobenzyl)piperazine), Cl (HCl). Run in CO (MeOH). Run at time 8 hour. Product: Cl.Cl.ClC1=C(C=CC=C1Cl)CN1CCNCC1 (N-(2,3-Dichlorophenylmethyl)piperazine, dihydrochloride salt). As a reaction SMILES: C(OC([N:8]1[CH2:13][CH2:12][N:11]([CH2:14][C:15]2[CH:20]=[CH:19][CH:18]=[C:17]([Cl:21])[C:16]=2[Cl:22])[CH2:10][CH2:9]1)=O)(C)(C)C.[ClH:23]>CO>[ClH:21].[ClH:23].[Cl:22][C:16]1[C:17]([Cl:21])=[CH:18][CH:19]=[CH:20][C:15]=1[CH2:14][N:11]1[CH2:10][CH2:9][NH:8][CH2:13][CH2:12]1 |f:3.4.5|. Procedure details: To a solution of N-[(tert-butyloxycarbonyl]-N′-(2,3-dichlorobenzyl)piperazine [Intermediate 3, (8.25 g, 24 mmol)] in MeOH (200 mL) was added concentrated aqueous HCl solution (15 mL) slowly in portions. The reaction was stirred overnight and the first crop of product crystallized out. The reaction mixture was filtered and the filter cake was rinsed with Et2O to afford a white crystalline solid (4.1 g). The filtrate was concentrated to about ⅓ of the original volume and a second crop of crystalli... The reactants are ClC=1C=C2C=3C=CN=CC3NC2=C(C1OC)N (6-chloro-7-methoxy-9H-β-carboline-8-ylamine), C(C)(C)(C)OC(=O)NC1C(CCC1)C(=O)O (2-tert-butoxycarbonylamino-cyclopentanecarboxylic acid), Cl.O1CCOCC1 (HCl dioxane). Yields the product ClC=1C=C2C=3C=CN=CC3NC2=C(C1OC)NC(=O)C1C(CCC1)N (2-amino-cyclopentanecarboxylic acid (6-chloro-7-methoxy-9H-β-carbolin-8-yl)-amide). As a reaction SMILES: [Cl:1][C:2]1[CH:3]=[C:4]2[C:12](=[C:13]([NH2:17])[C:14]=1[O:15][CH3:16])[NH:11][C:10]1[CH:9]=[N:8][CH:7]=[CH:6][C:5]2=1.C(OC([NH:25][CH:26]1[CH2:30][CH2:29][CH2:28][CH:27]1[C:31](O)=[O:32])=O)(C)(C)C.Cl.O1CCOCC1>>[Cl:1][C:2]1[CH:3]=[C:4]2[C:12](=[C:13]([NH:17][C:31]([CH:27]3[CH2:28][CH2:29][CH2:30][CH:26]3[NH2:25])=[O:32])[C:14]=1[O:15][CH3:16])[NH:11][C:10]1[CH:9]=[N:8][CH:7]=[CH:6][C:5]2=1 |f:2.3|. Reported procedure: 6-chloro-7-methoxy-9H-β-carboline-8-ylamine and 2-tert-butoxycarbonylamino-cyclopentanecarboxylic acid were reacted using Method A. To this product was added 5 ml of 4N HCl/dioxane and the resulting mixture was allowed to stir at RT. The reaction was followed by LC-MS until completion. Evaporation was allowed to remove all the solvent which gave a crude HCl salt. The desired product was then purified by preparative HPLC. 1H-NMR (300 MHz, DMSO-d6): δ 1.68 (m, 1H), 1.84 (m, 2H), 2.06 (m, 2H), 2.20...